This data is from the Open Reaction Database (ORD), a public repository of structured organic reaction records. The task is: describe an organic reaction: reactants, conditions, products, and yield Reactants: CC(C)([O-])C.[Na+] (sodium tert-butoxide), ClC1=C(C=CC(=C1)F)SC(C1=CC=CC=C1)(C1=CC=CC=C1)C1=CC=CC=C1 (2-chloro-4-fluoro-1-tritylsulfanyl-benzene), FC([C@H](C)O)(F)F ((S)-1,1,1-Trifluoro-propan-2-ol), ice. Run in CC(=O)N(C)C (dimethylacetamide), C(C)O (ethanol), O (water), CC(=O)N(C)C (dimethylacetamide), CC(=O)N(C)C (dimethylacetamide), [Cl-].[Na+].O (brine), O (water). Reaction conditions: temperature 2 celsius, time 15 minute. Yields the product ClC1=C(C=CC(=C1)O[C@H](C(F)(F)F)C)SC(C1=CC=CC=C1)(C1=CC=CC=C1)C1=CC=CC=C1 (2-Chloro-4-((S)-2,2,2-trifluoro-1-methyl-ethoxy)-1-tritylsulfanyl-benzene). The yield is 96.6%. RXN SMILES: [F:1][C:2]([F:7])([F:6])[C@@H:3]([OH:5])[CH3:4].CC(C)([O-])C.[Na+].[Cl:14][C:15]1[CH:20]=[C:19](F)[CH:18]=[CH:17][C:16]=1[S:22][C:23]([C:36]1[CH:41]=[CH:40][CH:39]=[CH:38][CH:37]=1)([C:30]1[CH:35]=[CH:34][CH:33]=[CH:32][CH:31]=1)[C:24]1[CH:29]=[CH:28][CH:27]=[CH:26][CH:25]=1>CC(N(C)C)=O.[Cl-].[Na+].O.C(O)C.O>[Cl:14][C:15]1[CH:20]=[C:19]([O:5][C@@H:3]([CH3:4])[C:2]([F:7])([F:6])[F:1])[CH:18]=[CH:17][C:16]=1[S:22][C:23]([C:36]1[CH:37]=[CH:38][CH:39]=[CH:40][CH:41]=1)([C:24]1[CH:25]=[CH:26][CH:27]=[CH:28][CH:29]=1)[C:30]1[CH:35]=[CH:34][CH:33]=[CH:32][CH:31]=1 |f:1.2,5.6.7|. Reported procedure: (S)-1,1,1-Trifluoro-propan-2-ol (100 g, 877 mmol) was dissolved in dimethylacetamide (600 mL) and the solution was cooled to 2° C. (ice bath). A solution of sodium tert-butoxide (77.5 g, 790 mmol) in dimethylacetamide (100 mL) was added at 2° C. and the mixture was stirred for 15 min. This solution was treated with a solution of 2-chloro-4-fluoro-1-tritylsulfanyl-benzene (200 g, 494 mmol) in dimethylacetamide (100 mL) at room temperature and subsequently stirred for 3 h at 50° C. It was then pou...